From a dataset of the Open Reaction Database (ORD), a public repository of structured organic reaction records. describe an organic reaction: reactants, conditions, products, and yield Reactants: C1(=CC=CC=C1)[Mg]Br (phenylmagnesium bromide), ice, ice, C(#N)C=1C=C(CN2CCN(CC2)C2=C(C=CC=C2)OC)C=CC1 (1-(3-cyanobenzyl)-4-(2-methoxyphenyl)piperazine), O1CCCC1 (tetrahydrofuran). The solvent is C(C)OCC (ethyl ether). Run at temperature 25 celsius, time 8 hour. Product: C(C1=CC=CC=C1)(=O)C1=CC=CC=C1 (benzophenone). Isolated yield 93.0%. RXN SMILES: C([C:3]1[CH:4]=[C:5]([CH:21]=[CH:22][CH:23]=1)[CH2:6]N1CCN(C2C=CC=CC=2OC)CC1)#N.[C:24]1([Mg]Br)[CH:29]=[CH:28][CH:27]=[CH:26][CH:25]=1.[O:32]1CCCC1>C(OCC)C>[C:6]([C:5]1[CH:4]=[CH:3][CH:23]=[CH:22][CH:21]=1)(=[O:32])[C:24]1[CH:29]=[CH:28][CH:27]=[CH:26][CH:25]=1. Procedure details: To an ice-cooled solution of 1-(3-cyanobenzyl)-4-(2-methoxyphenyl)piperazine (16.5 g, 53.7 mmol) in 800 mL of tetrahydrofuran was added a solution of phenylmagnesium bromide in ethyl ether (53.6 mL, 3.0M) under nitrogen. The solution was slowly warmed to 25° C. and then brought to reflux. After 8 h of reflux, the reaction mixture was subsequently cooled to 0° C., and ice cold 6N HCl solution (650 mL) was added. The reaction mixture was then stirred at ambient temperature for 8 h. After cooling, ... Reactants: C(OCCCCCCCCCCCCCC)(=O)Cl (tetradecyl chlorocarbonate), [Na] (sodium), CN1C(CC(CC1(C)C)O)(C)C (1,2,2,6,6-pentamethyl-4-piperidinol). The solvent is C1(=CC=CC=C1)C (toluene). Reaction conditions: temperature 0 celsius, time 2 hour. Yields the product C(OC1CC(N(C(C1)(C)C)C)(C)C)(OCCCCCCCCCCCCCC)=O (1,2,2,6,6-pentamethyl-4-piperidyl tetradecyl carbonate). Reaction SMILES: [C:1](Cl)(=[O:17])[O:2][CH2:3][CH2:4][CH2:5][CH2:6][CH2:7][CH2:8][CH2:9][CH2:10][CH2:11][CH2:12][CH2:13][CH2:14][CH2:15][CH3:16].[Na].[CH3:20][N:21]1[C:26]([CH3:28])([CH3:27])[CH2:25][CH:24]([OH:29])[CH2:23][C:22]1([CH3:31])[CH3:30]>C1(C)C=CC=CC=1>[C:1](=[O:17])([O:2][CH2:3][CH2:4][CH2:5][CH2:6][CH2:7][CH2:8][CH2:9][CH2:10][CH2:11][CH2:12][CH2:13][CH2:14][CH2:15][CH3:16])[O:29][CH:24]1[CH2:23][C:22]([CH3:30])([CH3:31])[N:21]([CH3:20])[C:26]([CH3:28])([CH3:27])[CH2:25]1 |^1:18|. Reported procedure: 27.7 g (0.1 mol) of tetradecyl chlorocarbonate are added slowly to a solution of 19.3 g (0.1 mol) of the sodium salt of 1,2,2,6,6-pentamethyl-4-piperidinol in 150 ml of toluene, maintaining the temperature at 0° C. After the end of the addition, the mixture is stirred for 2 hours at ambient temperature, washed with water, dried over Na2SO4 and evaporated. The residue is distilled in vacuo. The product obtained has a boiling point of 172°-174° C./0.3 mbar and solidifies with melting point 32°-34°... The reactants are C(C)OC1=CC=C(CC#N)C=C1 (p-ethoxybenzylcyanide), C(CCCCC)OC1=CC=C(C=O)C=C1 (p-hexyloxybenzaldehyde), [OH-].[K+] (KOH). Solvent: CO (methanol). Reaction conditions: time 1 hour. Yields the product C(C)OC1=CC=C(C=C1)C(C#N)=CC1=CC=C(C=C1)OCCCCCC (2-(p-ethoxyphenyl)-3-(p-hexyloxyphenyl) acrylonitrile). Reaction SMILES: [OH-].[K+].[CH2:3]([O:5][C:6]1[CH:14]=[CH:13][C:9]([CH2:10][C:11]#[N:12])=[CH:8][CH:7]=1)[CH3:4].[CH2:15]([O:21][C:22]1[CH:29]=[CH:28][C:25]([CH:26]=O)=[CH:24][CH:23]=1)[CH2:16][CH2:17][CH2:18][CH2:19][CH3:20]>CO>[CH2:3]([O:5][C:6]1[CH:14]=[CH:13][C:9]([C:10](=[CH:26][C:25]2[CH:28]=[CH:29][C:22]([O:21][CH2:15][CH2:16][CH2:17][CH2:18][CH2:19][CH3:20])=[CH:23][CH:24]=2)[C:11]#[N:12])=[CH:8][CH:7]=1)[CH3:4] |f:0.1|. Procedure details: 2 g of KOH were dissolved in 30 ml of methanol whilst being heated. The solution was cooled down to room temperature, after which 3.3 g of p-ethoxybenzylcyanide and 4 g of p-hexyloxybenzaldehyde were added. The mixture was stirred and subsequently stored at room temperature for 1 hour and then at -25° C for 2 hours. The crystallisate was filtered off and subsequently recrystallized from methanol and petroleum ether (60-80). Melting point 53.5°-54° C. Transition point nematic-isotropic 80° C. In ... Starting materials: COc1cccc(-c2nc(N3CCOCC3)nc(Cl)c2CCCl)c1, Nc1ccc(O)nc1. Yields the product COc1cccc(-c2nc(N3CCOCC3)nc3c2CCN3c2ccc(O)nc2)c1. Reaction SMILES: [Cl:1][c:2]1[n:3][c:4]([N:19]2[CH2:20][CH2:21][O:22][CH2:23][CH2:24]2)[n:5][c:6](-[c:11]2[cH:12][c:13]([O:17][CH3:18])[cH:14][cH:15][cH:16]2)[c:7]1[CH2:8][CH2:9][Cl:10].[OH:25][c:26]1[n:27][cH:28][c:29]([NH2:32])[cH:30][cH:31]1>>[c:2]12[n:3][c:4]([N:19]3[CH2:20][CH2:21][O:22][CH2:23][CH2:24]3)[n:5][c:6](-[c:11]3[cH:12][c:13]([O:17][CH3:18])[cH:14][cH:15][cH:16]3)[c:7]1[CH2:8][CH2:9][N:32]2[c:29]1[cH:28][n:27][c:26]([OH:25])[cH:31][cH:30]1. Yields the product COCc1cccc(Nc2sc(-c3ccc(C(C)(C)O)cc3F)cc2C(N)=O)n1. As a reaction SMILES: [F:3][c:4]1[c:5](-[c:14]2[cH:15][c:16]([C:28](=[O:29])[NH2:30])[c:17]([NH:19][c:20]3[n:21][c:22]([CH2:26][OH:27])[cH:23][cH:24][cH:25]3)[s:18]2)[cH:6][cH:7][c:8]([C:10]([CH3:11])([CH3:12])[OH:13])[cH:9]1.[H-:2].[I:31][CH3:32].[Na+:1].[O:33]=[CH:34][N:35]([CH3:36])[CH3:37]>>[F:3][c:4]1[c:5](-[c:14]2[cH:15][c:16]([C:28](=[O:29])[NH2:30])[c:17]([NH:19][c:20]3[n:21][c:22]([CH2:26][O:27][CH3:32])[cH:23][cH:24][cH:25]3)[s:18]2)[cH:6][cH:7][c:8]([C:10]([CH3:11])([CH3:12])[OH:13])[cH:9]1. Starting materials: CC(C)(O)c1ccc(-c2cc(C(N)=O)c(Nc3cccc(CO)n3)s2)c(F)c1, [H-], CI, [Na+], CN(C)C=O. Yields the product CSc1ccc(CC(C#N)(C#N)CCC(F)(F)F)cc1. Starting materials: CSc1ccc(CBr)cc1, CN(C)C=O, N#CC(C#N)CCC(F)(F)F, [H-], [Na+]. RXN SMILES: [CH3:1][S:2][c:3]1[cH:4][cH:5][c:6]([CH2:7][Br:8])[cH:9][cH:10]1.[CH3:24][N:25]([CH3:26])[CH:27]=[O:28].[F:13][C:14]([CH2:15][CH2:16][CH:17]([C:18]#[N:19])[C:20]#[N:21])([F:22])[F:23].[H-:11].[Na+:12]>>[CH3:1][S:2][c:3]1[cH:4][cH:5][c:6]([CH2:7][C:17]([CH2:16][CH2:15][C:14]([F:13])([F:22])[F:23])([C:18]#[N:19])[C:20]#[N:21])[cH:9][cH:10]1.